The task is: describe an organic reaction: reactants, conditions, products, and yield. This data is from the Open Reaction Database (ORD), a public repository of structured organic reaction records. Reactants: [Br-], [Mg+]CCc1ccccc1, C1CCOC1, [Cl-], [NH4+], O=CCCc1ccccc1. Product: OC(CCc1ccccc1)CCc1ccccc1. Reaction SMILES: [Br-:11].[CH2:12]([CH2:13][c:14]1[cH:15][cH:16][cH:17][cH:18][cH:19]1)[Mg+:20].[CH2:23]1[O:24][CH2:25][CH2:26][CH2:27]1.[Cl-:21].[NH4+:22].[c:1]1([CH2:7][CH2:8][CH:9]=[O:10])[cH:2][cH:3][cH:4][cH:5][cH:6]1>>[c:1]1([CH2:7][CH2:8][CH:9]([OH:10])[CH2:12][CH2:13][c:14]2[cH:15][cH:16][cH:17][cH:18][cH:19]2)[cH:2][cH:3][cH:4][cH:5][cH:6]1. Starting materials: CCOC(=O)CC(C)=O, ClCCl, O. Yields the product CCOC(=O)C=C(C)Cl. Reaction SMILES: [C:1]([CH2:2][C:3](=[O:4])[CH3:5])(=[O:6])[O:7][CH2:8][CH3:9].[CH2:11]([Cl:12])[Cl:13].[OH2:10]>>[C:1]([CH:2]=[C:3]([CH3:5])[Cl:12])(=[O:6])[O:7][CH2:8][CH3:9]. The reactants are ClCCCOC (1-chloro-3-methoxypropane), CN1N=CC(=C1)C=1C=C(C=CC1)C1=NC=C(C=N1)C=1C=NNC1 (2-[3-(1-methyl-1H-pyrazol-4-yl)phenyl]-5-(1H-pyrazol-4-yl)pyrimidine), [H-].[Na+] (NaH). Run in CN(C)C=O (DMF), CN(C)C=O (DMF), CN(C)C=O (DMF). Reaction conditions: temperature 0 celsius, time 1 hour. Yields the product COCCCN1N=CC(=C1)C=1C=NC(=NC1)C1=CC(=CC=C1)C=1C=NN(C1)C (5-[1-(3-Methoxy-propyl)-1H-pyrazol-4-yl]-2-[3-(1-methyl-1H-pyrazol-4-yl)-phenyl]-pyrimidine). RXN SMILES: [CH3:1][N:2]1[CH:6]=[C:5]([C:7]2[CH:8]=[C:9]([C:13]3[N:18]=[CH:17][C:16]([C:19]4[CH:20]=[N:21][NH:22][CH:23]=4)=[CH:15][N:14]=3)[CH:10]=[CH:11][CH:12]=2)[CH:4]=[N:3]1.[H-].[Na+].Cl[CH2:27][CH2:28][CH2:29][O:30][CH3:31]>CN(C=O)C>[CH3:31][O:30][CH2:29][CH2:28][CH2:27][N:21]1[CH:20]=[C:19]([C:16]2[CH:17]=[N:18][C:13]([C:9]3[CH:10]=[CH:11][CH:12]=[C:7]([C:5]4[CH:4]=[N:3][N:2]([CH3:1])[CH:6]=4)[CH:8]=3)=[N:14][CH:15]=2)[CH:23]=[N:22]1 |f:1.2|. Reported procedure: A solution of 2-[3-(1-methyl-1H-pyrazol-4-yl)phenyl]-5-(1H-pyrazol-4-yl)pyrimidine (example 3, 130 mg; 0.43 mmol; 1.0 eq.) in dry DMF (1 mL) was added over a suspension of NaH (60% in oil, 21 mg; 0.86 mmol; 2.0 eq.) in dry DMF (1 mL) maintained at 0° C. under nitrogen atmosphere. The resulting mixture was stirred for one hour at 0° C. then heated at 100° C. O/N after the addition of a solution of 1-chloro-3-methoxypropane (47 mg; 0.43 mmol; 1.0 eq.) in DMF (2 mL). Reaction mixture was then coole... Reactants: C1CCNCC1, C1CCOC1, CCC(=C(c1ccccc1)c1ccc(C=CC(=O)NS(=O)(=O)CCCCl)cc1)c1ccccc1. The product is CCC(=C(c1ccccc1)c1ccc(C=CC(=O)NS(=O)(=O)CCCN2CCCCC2)cc1)c1ccccc1. RXN SMILES: [CH2:35]1[CH2:36][CH2:37][NH:38][CH2:39][CH2:40]1.[O:41]1[CH2:42][CH2:43][CH2:44][CH2:45]1.[c:1]1([C:7](=[C:8]([CH2:9][CH3:10])[c:11]2[cH:12][cH:13][cH:14][cH:15][cH:16]2)[c:17]2[cH:18][cH:19][c:20]([CH:23]=[CH:24][C:25](=[O:26])[NH:27][S:28](=[O:29])(=[O:30])[CH2:31][CH2:32][CH2:33][Cl:34])[cH:21][cH:22]2)[cH:2][cH:3][cH:4][cH:5][cH:6]1>>[c:1]1([C:7](=[C:8]([CH2:9][CH3:10])[c:11]2[cH:12][cH:13][cH:14][cH:15][cH:16]2)[c:17]2[cH:18][cH:19][c:20]([CH:23]=[CH:24][C:25](=[O:26])[NH:27][S:28](=[O:29])(=[O:30])[CH2:31][CH2:32][CH2:33][N:38]3[CH2:37][CH2:36][CH2:35][CH2:40][CH2:39]3)[cH:21][cH:22]2)[cH:2][cH:3][cH:4][cH:5][cH:6]1.